Dataset: the Open Reaction Database (ORD), a public repository of structured organic reaction records. Task: describe an organic reaction: reactants, conditions, products, and yield The reactants are C(#N)CO\N=C(/C(=O)OC(C1=CC=CC=C1)C1=CC=CC=C1)\C=1N=C(SC1)NC(C1=CC=CC=C1)(C1=CC=CC=C1)C1=CC=CC=C1 (Diphenylmethyl (Z)-2-cyanomethoxyimino-2-(2-tritylaminothiazol-4-yl)acetate), O (water). Solvent: C(=O)O (formic acid). Yields the product NC=1SC=C(N1)/C(/C(=O)O)=N/OCC#N (2-(2-Aminothiazol-4-yl)-(Z)-2-cyanomethoxyiminoacetic acid). As a reaction SMILES: [C:1]([CH2:3][O:4]/[N:5]=[C:6](/[C:23]1[N:24]=[C:25]([NH:28]C(C2C=CC=CC=2)(C2C=CC=CC=2)C2C=CC=CC=2)[S:26][CH:27]=1)\[C:7]([O:9]C(C1C=CC=CC=1)C1C=CC=CC=1)=[O:8])#[N:2].O>C(O)=O>[NH2:28][C:25]1[S:26][CH:27]=[C:23](/[C:6](=[N:5]/[O:4][CH2:3][C:1]#[N:2])/[C:7]([OH:9])=[O:8])[N:24]=1. Reported procedure: Diphenylmethyl (Z)-2-cyanomethoxyimino-2-(2-tritylaminothiazol-4-yl)acetate (lg) was dissolved in formic acid (98%, 40 ml) and water (10 ml) at room temperature and stirred for 12 h. The solvent was removed in vacuo and the residue triturated with ether to give the title compound as an off-white solid (0.39 g). The product was sufficiently pure for the next step; νmax (nujol) 3700-2500, 1605 (broad), 1465 and 1380 cm-1 ; δH inter alia 5.09 (2H, s), 7.04 (1H, s). [Mass spectrum: EI M+ (226)]. Reaction SMILES: [C:1](#[N:2])[CH2:3][CH:4]([CH:5]([CH3:6])[CH3:7])[NH:8][c:9]1[cH:10][cH:11][c:12]([C:15]([F:16])([F:17])[F:18])[cH:13][cH:14]1.[CH2:28]([N:29]=[C:30]=[N:31][CH2:32][CH2:33][CH2:34][N:35]([CH3:36])[CH3:37])[CH3:38].[CH2:55]([Cl:56])[Cl:57].[ClH:27].[NH2:19][CH2:20][c:21]1[cH:22][cH:23][cH:24][cH:25][cH:26]1.[OH2:39].[OH:40][n:41]1[c:42]2[cH:43][cH:44][cH:45][cH:46][c:47]2[n:48][n:49]1.[S:50](=[O:51])(=[O:52])([OH:53])[OH:54]>>[C:1]([NH:2][CH2:20][c:21]1[cH:22][cH:23][cH:24][cH:25][cH:26]1)([CH2:3][CH:4]([CH:5]([CH3:6])[CH3:7])[NH:8][c:9]1[cH:10][cH:11][c:12]([C:15]([F:16])([F:17])[F:18])[cH:13][cH:14]1)=[O:40]. Reactants: CC(C)C(CC#N)Nc1ccc(C(F)(F)F)cc1, CCN=C=NCCCN(C)C, ClCCl, Cl, NCc1ccccc1, O, On1nnc2ccccc21, O=S(=O)(O)O. Yields the product CC(C)C(CC(=O)NCc1ccccc1)Nc1ccc(C(F)(F)F)cc1.